describe an organic reaction: reactants, conditions, products, and yield From a dataset of the Open Reaction Database (ORD), a public repository of structured organic reaction records. Starting materials: C1(C(CCCC1)N)(N)N (cyclohexanetriamine), C(C(=O)OC)(=O)OC (dimethyl oxalate). Yields the product N1=CC=NC2=CC=CC=C12 (quinoxaline). RXN SMILES: [C:1]1([NH2:9])(N)[CH2:6][CH2:5][CH2:4][CH2:3][CH:2]1[NH2:7].[C:10](OC)(=O)[C:11](OC)=O>>[N:7]1[C:2]2[C:1](=[CH:6][CH:5]=[CH:4][CH:3]=2)[N:9]=[CH:11][CH:10]=1. Procedure details: By the reaction of the cyclohexanetriamine with dimethyl oxalate to give a quinoxaline derivative in step d) of the process according to the invention, a racemate comprising two enantiomers is formed. Starting materials: C(C)OC(CC(=O)C)=O (Ethylacetoacetate), COC(N(C)C)OC (dimethylformamide dimethyl acetal), C(#N)CC(=O)N (cyanoacetamide), [H-].[Na+] (sodium hydride). The solvent is C1CCOC1 (THF), C(C)(=O)O (acetic acid). Reaction conditions: temperature 50 celsius, time 8 hour. Yields the product C(C)OC(=O)C=1C=C(C(NC1C)=O)C#N (3-cyano-1,2-dihydro-6-methyl-2-oxo-5-pyridinecarboxylic acid ethyl ester). Yield: 45.6%. Reaction SMILES: [CH2:1]([O:3][C:4](=[O:9])[CH2:5][C:6]([CH3:8])=O)[CH3:2].C[O:11][CH:12](OC)[N:13](C)C.[C:18]([CH2:20][C:21](N)=O)#[N:19].[H-].[Na+]>C1COCC1.C(O)(=O)C>[CH2:1]([O:3][C:4]([C:5]1[CH:21]=[C:20]([C:18]#[N:19])[C:12](=[O:11])[NH:13][C:6]=1[CH3:8])=[O:9])[CH3:2] |f:3.4|. Procedure details: Ethylacetoacetate (6.5 g, 0.050 mole) and dimethylformamide dimethyl acetal (7.14 g, 0.060 mole) were stirred together under argon overnight. The resulting reddish oil was concentrated on the rotary evaporator and the concentrate then dissolved in THF (10 ml) and quickly added to a suspension of cyanoacetamide (4.20 g, 0.050 mole) and sodium hydride in THF (175 ml). The reaction mixture was heated and stirred overnight at 50° C. The reaction mixture was neutralized to pH 6 with acetic acid and c... The reactants are COC=1C=C(C(=O)N2CC(CC2)(CCS(=O)(=O)C)C2=CC(=C(C=C2)Cl)Cl)C=C(C1OC)OC (1-(3,4,5-trimethoxy-benzoyl)-3-(3,4-dichloro-phenyl)-3-(2-methanesulfonyl-ethyl)-pyrrolidine), FC1=CC=C(CN2C(=NC3=C2C=CC=C3)C(=O)C3CCNCC3)C=C1 (4-[1-(4-fluoro-benzyl)-1 H-benzoimidazole-2-carbonyl]-piperidine), C([O-])([O-])=O.[K+].[K+] (potassium carbonate), C(C)(=O)OCC.CO (ethyl acetate methanol). Run in C1(=CC=CC=C1)C.O (toluene water). Conditions: time 3 day. The product is COC=1C=C(C(=O)N2CC(CC2)(C2=CC(=C(C=C2)Cl)Cl)CCN2CCC(CC2)C(=O)C2=NC3=C(N2CC2=CC=C(C=C2)F)C=CC=C3)C=C(C1OC)OC (1-(3,4,5-Trimethoxy-benzoyl)-3-[2-[4-[1-(4-fluoro-benzyl)-1 H-benzoimidazole-2-carbonyl]-piperidin-1-yl]-ethyl]-3-(3,4-dichloro-phenyl)-pyrrolidine). Reaction SMILES: [CH3:1][O:2][C:3]1[CH:4]=[C:5]([CH:27]=[C:28]([O:32][CH3:33])[C:29]=1[O:30][CH3:31])[C:6]([N:8]1[CH2:12][CH2:11][C:10]([C:19]2[CH:24]=[CH:23][C:22]([Cl:25])=[C:21]([Cl:26])[CH:20]=2)([CH2:13][CH2:14]S(C)(=O)=O)[CH2:9]1)=[O:7].[F:34][C:35]1[CH:58]=[CH:57][C:38]([CH2:39][N:40]2[C:44]3[CH:45]=[CH:46][CH:47]=[CH:48][C:43]=3[N:42]=[C:41]2[C:49]([CH:51]2[CH2:56][CH2:55][NH:54][CH2:53][CH2:52]2)=[O:50])=[CH:37][CH:36]=1.C(=O)([O-])[O-].[K+].[K+].C(OCC)(=O)C.CO>C1(C)C=CC=CC=1.O>[CH3:1][O:2][C:3]1[CH:4]=[C:5]([CH:27]=[C:28]([O:32][CH3:33])[C:29]=1[O:30][CH3:31])[C:6]([N:8]1[CH2:12][CH2:11][C:10]([CH2:13][CH2:14][N:54]2[CH2:55][CH2:56][CH:51]([C:49]([C:41]3[N:40]([CH2:39][C:38]4[CH:37]=[CH:36][C:35]([F:34])=[CH:58][CH:57]=4)[C:44]4[CH:45]=[CH:46][CH:47]=[CH:48][C:43]=4[N:42]=3)=[O:50])[CH2:52][CH2:53]2)([C:19]2[CH:24]=[CH:23][C:22]([Cl:25])=[C:21]([Cl:26])[CH:20]=2)[CH2:9]1)=[O:7] |f:2.3.4,5.6,7.8|. Procedure details: Combine 1-(3,4,5-trimethoxy-benzoyl)-3-(3,4-dichloro-phenyl)-3-(2-methanesulfonyl-ethyl)-pyrrolidine (0.26 g, 0.488 mmol) and 4-[1-(4-fluoro-benzyl)-1 H-benzoimidazole-2-carbonyl]-piperidine (0.25 g, 0.73 mmol), and potassium carbonate (0.20 g, 1.46 mmol) in toluene/water (10/1)(5 mL). Heat to reflux. After 3 days, cool and evaporate in vacuo to obtain a residue. Partition the residue between dichloromethane and water. Dry the organic layer over Na2SO4, filter, and concentrate in vacuo to obtain... As a reaction SMILES: CC(OC(/N=N/C(OC(C)C)=O)=O)C.[C:15]([O:19][C:20](=[O:35])[NH:21][C@H:22]([C:26]1[CH:31]=[C:30]([F:32])[C:29]([F:33])=[C:28]([F:34])[CH:27]=1)[C@@H:23]([OH:25])[CH3:24])([CH3:18])([CH3:17])[CH3:16].[N+:36]([C:39]1[CH:47]=[CH:46][C:42]([C:43](O)=[O:44])=[CH:41][CH:40]=1)([O-:38])=[O:37].C1(P(C2C=CC=CC=2)C2C=CC=CC=2)C=CC=CC=1>C1COCC1>[C:15]([O:19][C:20]([NH:21][C@H:22]([C:26]1[CH:31]=[C:30]([F:32])[C:29]([F:33])=[C:28]([F:34])[CH:27]=1)[C@H:23]([O:25][C:43](=[O:44])[C:42]1[CH:41]=[CH:40][C:39]([N+:36]([O-:38])=[O:37])=[CH:47][CH:46]=1)[CH3:24])=[O:35])([CH3:16])([CH3:17])[CH3:18]. Conditions: time 2 hour. Procedure details: In nitrogen atmosphere, diisopropylazodicarboxylate (6 mL) was dropwise added under ice-cooling to a THF solution (100 mL) of [(1R,2S)-2-hydroxy-1-(3,4,5-trifluorophenyl)propyl]carbamic acid tert-butyl ester (5.88 g), 4-nitrobenzoic acid (4.84 g), and triphenylphosphine (7.59 g). The resulting reaction solution was stirred at room temperature for 2 hr and then concentrated under reduced pressure. The residue was purified by silica gel column chromatography (toluene:ethyl acetate=97:3), and then ... Starting materials: CC(C)OC(=O)/N=N/C(=O)OC(C)C (diisopropylazodicarboxylate), C(C)(C)(C)OC(N[C@@H]([C@H](C)O)C1=CC(=C(C(=C1)F)F)F)=O ([(1R,2S)-2-hydroxy-1-(3,4,5-trifluorophenyl)propyl]carbamic acid tert-butyl ester), [N+](=O)([O-])C1=CC=C(C(=O)O)C=C1 (4-nitrobenzoic acid), C1(=CC=CC=C1)P(C1=CC=CC=C1)C1=CC=CC=C1 (triphenylphosphine). Isolated yield 76.4%. Run in C1CCOC1 (THF). The product is C(C)(C)(C)OC(=O)N[C@@H]([C@@H](C)OC(C1=CC=C(C=C1)[N+](=O)[O-])=O)C1=CC(=C(C(=C1)F)F)F (4-nitrobenzoic acid (1R,2R)-2-tert-butoxycarbonylamino-1-methyl-2-(3,4,5-trifluorophenyl)ethyl ester). Reactants: CI, O=C(OC1CN2CCC1CC2)C1(c2ccccc2)CCCCC1. Yields the product [I-], C[N+]12CCC(CC1)C(OC(=O)C1(c3ccccc3)CCCCC1)C2. RXN SMILES: [I:24][CH3:25].[c:1]1([C:7]2([C:13](=[O:14])[O:15][CH:16]3[CH2:17][N:18]4[CH2:19][CH2:20][CH:21]3[CH2:22][CH2:23]4)[CH2:8][CH2:9][CH2:10][CH2:11][CH2:12]2)[cH:2][cH:3][cH:4][cH:5][cH:6]1>>[I-:24].[c:1]1([C:7]2([C:13](=[O:14])[O:15][CH:16]3[CH2:17][N+:18]4([CH3:25])[CH2:19][CH2:20][CH:21]3[CH2:22][CH2:23]4)[CH2:8][CH2:9][CH2:10][CH2:11][CH2:12]2)[cH:2][cH:3][cH:4][cH:5][cH:6]1. Reactants: ClC1=CC=C(C=C1)C1=C2CC(NC2=CC=C1)=O (4-(4-chloro-phenyl)-1,3-dihydro-indol-2-one), N1(N=NC=C1)CCNC(=O)C1=C(NC(=C1C)C=O)C (5-formyl-2,4-dimethyl-1H-pyrrole-3-carboxylic acid (2-[1,2,3]triazol-1-yl-ethyl)-amide), C(C)O (ethanol). Reagents/catalysts: N1CCCCC1 (piperidine). Reaction conditions: time 3 day. The product is ClC1=CC=C(C=C1)C1=C2C(C(NC2=CC=C1)=O)=CC1=C(C(=C(N1)C)C(=O)O)C (5-[4-(4-chloro phenyl)-2-oxo-1,2 dihydro-indol-3-ylidenemethyl]-2,4-dimethyl-1H-pyrrole-3-carboxylic acid), 2-[1,2,3 triazol-1-yl-ethyl)-amide. Yield: 36.0%. RXN SMILES: [Cl:1][C:2]1[CH:7]=[CH:6][C:5]([C:8]2[CH:16]=[CH:15][CH:14]=[C:13]3[C:9]=2[CH2:10][C:11](=[O:17])[NH:12]3)=[CH:4][CH:3]=1.N1(CCN[C:26]([C:28]2[C:32]([CH3:33])=[C:31]([CH:34]=O)[NH:30][C:29]=2[CH3:36])=[O:27])C=CN=N1.C([OH:39])C>N1CCCCC1>[Cl:1][C:2]1[CH:3]=[CH:4][C:5]([C:8]2[CH:16]=[CH:15][CH:14]=[C:13]3[C:9]=2[C:10](=[CH:34][C:31]2[NH:30][C:29]([CH3:36])=[C:28]([C:26]([OH:27])=[O:39])[C:32]=2[CH3:33])[C:11](=[O:17])[NH:12]3)=[CH:6][CH:7]=1. Procedure details: To a solution of 4-(4-chloro-phenyl)-1,3-dihydro-indol-2-one (60.9 mg, 0.25 mmol) and 5-formyl-2,4-dimethyl-1H-pyrrole-3-carboxylic acid (2-[1,2,3]triazol-1-yl-ethyl)-amide (67.9 mg, 0.26 mmol) in ethanol (2 mL) was added piperidine (3 drops). The reaction mixture was stirred at room temperature for three days. A yellow solid product was precipitated out, filtered, washed by ethanol for three times, and dried under high vacuum to provide pure product 5-[4-(4-chloro phenyl)-2-oxo-1,2 dihydro-indo... The product is Cl.O1COC2=C1C=CC=C2C=2CCNCC2 (4-Benzo[1,3]dioxol-4-yl-1,2,3,6-tetrahydro-pyridine hydrochloride). Reaction SMILES: C(OC([N:8]1[CH2:13][CH:12]=[C:11]([C:14]2[C:22]3[O:21][CH2:20][O:19][C:18]=3[CH:17]=[CH:16][CH:15]=2)[CH2:10][CH2:9]1)=O)(C)(C)C.[ClH:23].O1CCOCC1.C(OC(C)C)(C)C>ClCCl>[ClH:23].[O:19]1[C:18]2[CH:17]=[CH:16][CH:15]=[C:14]([C:11]3[CH2:12][CH2:13][NH:8][CH2:9][CH:10]=3)[C:22]=2[O:21][CH2:20]1 |f:5.6|. Procedure details: In a 50 mL flask, 4-Benzo[1,3]dioxol-4-yl-3,6-dihydro-2H-pyridine-1-carboxylic acid tert-butyl ester (1.22 g, 4.02 mmol was combined with dichloromethane (20 ml) to give a colorless solution. Hydrochloric acid solution, 4M in dioxane (10.1 ml, 40.2 mmol) was added and the reaction mixture was stirred for 4 hours at room temperature. 15 ml of diisoproylether were added and the mixture was stirred for 5 min at 0° C. The precipitate was collected by filtration, washed with 2 ml of diisopropylether ... Conditions: time 4 hour. Reactants: C(C)(C)OC(C)C (diisoproylether), Cl (Hydrochloric acid), O1CCOCC1 (dioxane), C(C)(C)(C)OC(=O)N1CCC(=CC1)C1=CC=CC=2OCOC21 (4-Benzo[1,3]dioxol-4-yl-3,6-dihydro-2H-pyridine-1-carboxylic acid tert-butyl ester). The yield is 85.0%. Run in ClCCl (dichloromethane). Starting materials: COCC(C)N(C)c1ccc(N)cn1, O=C(O)c1nc(-c2ccccc2)oc1C(F)(F)F. The product is COCC(C)N(C)c1ccc(NC(=O)c2nc(-c3ccccc3)oc2C(F)(F)F)cn1. RXN SMILES: [CH3:19][O:20][CH2:21][CH:22]([CH3:23])[N:24]([c:25]1[n:26][cH:27][c:28]([NH2:31])[cH:29][cH:30]1)[CH3:32].[c:1]1(-[c:7]2[o:8][c:9]([C:15]([F:16])([F:17])[F:18])[c:10]([C:12](=[O:13])[OH:14])[n:11]2)[cH:2][cH:3][cH:4][cH:5][cH:6]1>>[c:1]1(-[c:7]2[o:8][c:9]([C:15]([F:16])([F:17])[F:18])[c:10]([C:12](=[O:14])[NH:31][c:28]3[cH:27][n:26][c:25]([N:24]([CH:22]([CH2:21][O:20][CH3:19])[CH3:23])[CH3:32])[cH:30][cH:29]3)[n:11]2)[cH:2][cH:3][cH:4][cH:5][cH:6]1.